From a dataset of the Open Reaction Database (ORD), a public repository of structured organic reaction records. describe an organic reaction: reactants, conditions, products, and yield Reactants: CCOC(=O)C(C)(C)Br, CCOC(=O)C1=C(C)NC(C)=C(C(=O)OCC)C1c1ccc(O)cc1, [Na], O. Yields the product CCOC(=O)C1=C(C)NC(C)=C(C(=O)OCC)C1c1ccc(OC(C)(C)C(=O)OCC)cc1. Reaction SMILES: [CH2:27]([CH3:28])[O:29][C:30]([C:31]([CH3:32])([CH3:33])[Br:34])=[O:35].[CH2:2]([CH3:3])[O:4][C:5](=[O:6])[C:7]1=[C:8]([CH3:26])[NH:9][C:10]([CH3:25])=[C:11]([C:20](=[O:21])[O:22][CH2:23][CH3:24])[CH:12]1[c:13]1[cH:14][cH:15][c:16]([OH:19])[cH:17][cH:18]1.[Na:1].[OH2:36]>>[CH2:2]([CH3:3])[O:4][C:5](=[O:6])[C:7]1=[C:8]([CH3:26])[NH:9][C:10]([CH3:25])=[C:11]([C:20](=[O:21])[O:22][CH2:23][CH3:24])[CH:12]1[c:13]1[cH:14][cH:15][c:16]([O:19][C:31]([C:30]([O:29][CH2:27][CH3:28])=[O:35])([CH3:32])[CH3:33])[cH:17][cH:18]1.